Dataset: the Open Reaction Database (ORD), a public repository of structured organic reaction records. Task: describe an organic reaction: reactants, conditions, products, and yield Reactants: Cl, Cl, O, CN(C)C1(c2cc3ccccc3s2)CCC2(CC1)OCCO2. The product is CN(C)C1(c2cc3ccccc3s2)CCC(=O)CC1. Reaction SMILES: [ClH:1].[ClH:24].[OH2:25].[s:2]1[c:3]2[c:4]([cH:5][c:6]1[C:7]1([N:17]([CH3:18])[CH3:19])[CH2:8][CH2:9][C:10]3([O:11][CH2:14][CH2:13][O:12]3)[CH2:15][CH2:16]1)[cH:20][cH:21][cH:22][cH:23]2>>[s:2]1[c:3]2[c:4]([cH:5][c:6]1[C:7]1([N:17]([CH3:18])[CH3:19])[CH2:8][CH2:9][C:10](=[O:11])[CH2:15][CH2:16]1)[cH:20][cH:21][cH:22][cH:23]2.